This data is from the Open Reaction Database (ORD), a public repository of structured organic reaction records. The task is: describe an organic reaction: reactants, conditions, products, and yield Starting materials: C1CCOC1, O=[Mn]=O, OCc1cccc2c1OCCO2. The product is O=Cc1cccc2c1OCCO2. Reaction SMILES: [CH2:13]1[O:14][CH2:15][CH2:16][CH2:17]1.[O:18]=[Mn:19]=[O:20].[O:1]1[CH2:2][CH2:3][O:4][c:5]2[c:6]1[cH:7][cH:8][cH:9][c:10]2[CH2:11][OH:12]>>[O:1]1[CH2:2][CH2:3][O:4][c:5]2[c:6]1[cH:7][cH:8][cH:9][c:10]2[CH:11]=[O:12]. Starting materials: CC(C)(C)C[Zn+], C1CCOC1, [Cl-], OC1CCOc2ccc(I)cc21. Yields the product CC(C)(C)Cc1ccc2c(c1)C(O)CCO2. RXN SMILES: [CH2:14]([C:15]([CH3:16])([CH3:17])[CH3:18])[Zn+:19].[CH2:20]1[O:21][CH2:22][CH2:23][CH2:24]1.[Cl-:13].[I:1][c:2]1[cH:3][c:4]2[c:9]([cH:10][cH:11]1)[O:8][CH2:7][CH2:6][CH:5]2[OH:12]>>[c:2]1([CH2:14][C:15]([CH3:16])([CH3:17])[CH3:18])[cH:3][c:4]2[c:9]([cH:10][cH:11]1)[O:8][CH2:7][CH2:6][CH:5]2[OH:12]. Reactants: CC(=O)C1=CC(=C(C(=C1)OC)OC)OC (3,4,5-trimethoxyacetophenone), Ba(OH)2, 8h, ClC1=CC=C(C=C1)NC1=C(C=O)C=CC=N1 (2-(4-chlorophenylamino)nicotinaldehyde), COC1=CC=C(C=C1)NC1=NC=CC=C1C=CC(=O)C1=CC(=C(C(=C1)OC)OC)OC (3-(2-(4-Methoxyphenylamino) pyridin-3-yl)-1-(3,4,5-trimethoxyphenyl)prop-2-en-1-one), Cl (HCl). Solvent: CO (methanol). Run at time 5 minute. The product is ClC1=CC=C(C=C1)NC1=NC=CC=C1C=CC(=O)C1=CC(=C(C(=C1)OC)OC)OC (3-(2-(4-Chlorophenylamino)pyridin-3-yl)-1-(3,4,5-trimethoxyphenyl)prop-2-en-1-one). Yield: 85.0%. As a reaction SMILES: [CH3:1][C:2]([C:4]1[CH:9]=[C:8]([O:10][CH3:11])[C:7]([O:12][CH3:13])=[C:6]([O:14][CH3:15])[CH:5]=1)=[O:3].[Cl:16][C:17]1[CH:22]=[CH:21][C:20]([NH:23][C:24]2[N:31]=[CH:30][CH:29]=[CH:28][C:25]=2[CH:26]=O)=[CH:19][CH:18]=1.COC1C=CC(NC2C(C=CC(C3C=C(OC)C(OC)=C(OC)C=3)=O)=CC=CN=2)=CC=1.Cl>CO>[Cl:16][C:17]1[CH:22]=[CH:21][C:20]([NH:23][C:24]2[C:25]([CH:26]=[CH:1][C:2]([C:4]3[CH:5]=[C:6]([O:14][CH3:15])[C:7]([O:12][CH3:13])=[C:8]([O:10][CH3:11])[CH:9]=3)=[O:3])=[CH:28][CH:29]=[CH:30][N:31]=2)=[CH:19][CH:18]=1. Procedure details: To a solution of 3,4,5-trimethoxyacetophenone (135 mg, 0.06465 mmol) in methanol (5 mL) was added 2N Ba(OH)2 solution (2 mL) and stirred for 5 minutes. Then added 2-(4-chlorophenylamino)nicotinaldehyde (150 mg, 0.0.6465 mmol) and the reaction mixture was stirred at a temperature of 30° C. for 6h and the reaction was monitored by TLC. After 8h the reaction mixture is acidified with 2N HCl. The resulting precipitate was filtered, washed thoroughly with water and dried over anhydrous CaCl2. The pre... Reactants: CC(C)CC1C(C=C(CCOC2CCCCO2)C(=O)O)OC(C)(C)N1C(=O)OCc1ccccc1, C(=NC1CCCCC1)=NC1CCCCC1, ClCCl, On1nnc2ccccc21, NCc1ccncc1. Yields the product CC(C)CC1C(C=C(CCOC2CCCCO2)C(=O)NCc2ccncc2)OC(C)(C)N1C(=O)OCc1ccccc1. Reaction SMILES: [CH2:1]([c:2]1[cH:3][cH:4][cH:5][cH:6][cH:7]1)[O:8][C:9](=[O:10])[N:11]1[C:12]([CH3:34])([CH3:35])[O:13][CH:14]([CH:20]=[C:21]([C:22](=[O:23])[OH:24])[CH2:25][CH2:26][O:27][CH:28]2[O:29][CH2:30][CH2:31][CH2:32][CH2:33]2)[CH:15]1[CH2:16][CH:17]([CH3:18])[CH3:19].[CH:54]1([N:55]=[C:56]=[N:57][CH:58]2[CH2:59][CH2:60][CH2:61][CH2:62][CH2:63]2)[CH2:64][CH2:65][CH2:66][CH2:67][CH2:68]1.[Cl:69][CH2:70][Cl:71].[OH:44][n:45]1[c:46]2[cH:47][cH:48][cH:49][cH:50][c:51]2[n:52][n:53]1.[cH:36]1[cH:37][c:38]([CH2:42][NH2:43])[cH:39][cH:40][n:41]1>>[CH2:1]([c:2]1[cH:3][cH:4][cH:5][cH:6][cH:7]1)[O:8][C:9](=[O:10])[N:11]1[C:12]([CH3:34])([CH3:35])[O:13][CH:14]([CH:20]=[C:21]([C:22](=[O:23])[NH:43][CH2:42][c:38]2[cH:37][cH:36][n:41][cH:40][cH:39]2)[CH2:25][CH2:26][O:27][CH:28]2[O:29][CH2:30][CH2:31][CH2:32][CH2:33]2)[CH:15]1[CH2:16][CH:17]([CH3:18])[CH3:19]. Reactants: C=CC(C)C(O)c1c(C)noc1-c1ccc(Br)cc1, CCOC(=O)C1(c2ccc(B3OC(C)(C)C(C)(C)O3)cc2)CC1, Cl[Pd]Cl, c1ccc(P(c2ccccc2)c2ccccc2)cc1, c1ccc(P(c2ccccc2)c2ccccc2)cc1. Product: C=CC(C)C(O)c1c(C)noc1-c1ccc(-c2ccc(C3(C(=O)OCC)CC3)cc2)cc1. Reaction SMILES: [Br:1][c:2]1[cH:3][cH:4][c:5](-[c:8]2[c:9]([CH:14]([CH:15]([CH:16]=[CH2:17])[CH3:18])[OH:19])[c:10]([CH3:13])[n:11][o:12]2)[cH:6][cH:7]1.[CH2:20]([CH3:21])[O:22][C:23](=[O:24])[C:25]1([c:28]2[cH:29][cH:30][c:31]([B:34]3[O:35][C:36]([CH3:37])([CH3:38])[C:39]([CH3:40])([CH3:41])[O:42]3)[cH:32][cH:33]2)[CH2:26][CH2:27]1.[Pd:43]([Cl:44])[Cl:45].[c:46]1([P:47]([c:48]2[cH:49][cH:50][cH:51][cH:52][cH:53]2)[c:54]2[cH:55][cH:56][cH:57][cH:58][cH:59]2)[cH:60][cH:61][cH:62][cH:63][cH:64]1.[c:65]1([P:66]([c:67]2[cH:68][cH:69][cH:70][cH:71][cH:72]2)[c:73]2[cH:74][cH:75][cH:76][cH:77][cH:78]2)[cH:79][cH:80][cH:81][cH:82][cH:83]1>>[c:2]1(-[c:31]2[cH:30][cH:29][c:28]([C:25]3([C:23]([O:22][CH2:20][CH3:21])=[O:24])[CH2:26][CH2:27]3)[cH:33][cH:32]2)[cH:3][cH:4][c:5](-[c:8]2[c:9]([CH:14]([CH:15]([CH:16]=[CH2:17])[CH3:18])[OH:19])[c:10]([CH3:13])[n:11][o:12]2)[cH:6][cH:7]1. Reactants: CC(=O)O, C1CCOC1, [Li+], CCCCOC(=O)CC1CCN(c2nc(Nc3ccc4c(c3)CCC(=O)N4)nc3[nH]ccc23)CC1, [OH-]. Product: O=C(O)CC1CCN(c2nc(Nc3ccc4c(c3)CCC(=O)N4)nc3[nH]ccc23)CC1. Reaction SMILES: [C:38]([OH:39])(=[O:40])[CH3:41].[CH2:42]1[O:43][CH2:44][CH2:45][CH2:46]1.[Li+:37].[O:1]=[C:2]1[NH:3][c:4]2[cH:5][cH:6][c:7]([NH:12][c:13]3[n:14][c:15]([N:22]4[CH2:23][CH2:24][CH:25]([CH2:28][C:29](=[O:30])[O:31][CH2:32][CH2:33][CH2:34][CH3:35])[CH2:26][CH2:27]4)[c:16]4[c:17]([n:18]3)[nH:19][cH:20][cH:21]4)[cH:8][c:9]2[CH2:10][CH2:11]1.[OH-:36]>>[O:1]=[C:2]1[NH:3][c:4]2[cH:5][cH:6][c:7]([NH:12][c:13]3[n:14][c:15]([N:22]4[CH2:23][CH2:24][CH:25]([CH2:28][C:29](=[O:30])[OH:31])[CH2:26][CH2:27]4)[c:16]4[c:17]([n:18]3)[nH:19][cH:20][cH:21]4)[cH:8][c:9]2[CH2:10][CH2:11]1.